This data is from the Open Reaction Database (ORD), a public repository of structured organic reaction records. The task is: describe an organic reaction: reactants, conditions, products, and yield Reported procedure: N-Methylhydroxylamine hydrochloride (1.1 g, 13 mmol) was dissolved in water (2 mL) then combined with diethyl ether (15 mL). The mixture was cooled in an ice bath then combined with a solution of sodium hydroxide (0.53 g, 13 mmol) in water (2 mL). The reaction mixture was allowed to stir for several minutes then 4-(methylthio)phenyl isocyanate (2.1 g, 13 mmol) was added dropwise via Pasteur pipette. A heavy white precipitate formed almost immediately. Diethyl ether (20 mL) was added and the reac... Yield: 59.8%. As a reaction SMILES: Cl.[CH3:2][NH:3][OH:4].C(OCC)C.[OH-].[Na+].[CH3:12][S:13][C:14]1[CH:19]=[CH:18][C:17]([N:20]=[C:21]=[O:22])=[CH:16][CH:15]=1>O>[OH:4][N:3]([CH3:2])[C:21]([NH:20][C:17]1[CH:18]=[CH:19][C:14]([S:13][CH3:12])=[CH:15][CH:16]=1)=[O:22] |f:0.1,3.4|. The solvent is O (water), O (water). Starting materials: CSC1=CC=C(C=C1)N=C=O (4-(methylthio)phenyl isocyanate), Cl.CNO (N-Methylhydroxylamine hydrochloride), C(C)OCC (diethyl ether), [OH-].[Na+] (sodium hydroxide), C(C)OCC (Diethyl ether). Yields the product ON(C(=O)NC1=CC=C(C=C1)SC)C (1-Hydroxy-1-methyl-3-[4-(methylthio)phenyl]urea). Reactants: CN(C)C=O, Cl, Cc1ccc(CC2CNCCN2C(=O)c2cc(C(F)(F)F)cc(C(F)(F)F)c2)cc1C, [I-], [K+], O, ClCC#Cc1cccnc1. Product: Cl, Cl, Cc1ccc(CC2CN(CC#Cc3cccnc3)CCN2C(=O)c2cc(C(F)(F)F)cc(C(F)(F)F)c2)cc1C. RXN SMILES: [CH3:46][N:47]([CH3:48])[CH:49]=[O:50].[ClH:32].[F:1][C:2]([c:3]1[cH:4][c:5]([C:6](=[O:7])[N:8]2[CH:9]([CH2:14][c:15]3[cH:16][c:17]([CH3:22])[c:18]([CH3:21])[cH:19][cH:20]3)[CH2:10][NH:11][CH2:12][CH2:13]2)[cH:23][c:24]([C:26]([F:27])([F:28])[F:29])[cH:25]1)([F:30])[F:31].[I-:44].[K+:43].[OH2:45].[n:33]1[cH:34][c:35]([C:39]#[C:40][CH2:41][Cl:42])[cH:36][cH:37][cH:38]1>>[ClH:32].[ClH:42].[F:1][C:2]([c:3]1[cH:4][c:5]([C:6](=[O:7])[N:8]2[CH:9]([CH2:14][c:15]3[cH:16][c:17]([CH3:22])[c:18]([CH3:21])[cH:19][cH:20]3)[CH2:10][N:11]([CH2:41][C:40]#[C:39][c:35]3[cH:34][n:33][cH:38][cH:37][cH:36]3)[CH2:12][CH2:13]2)[cH:23][c:24]([C:26]([F:27])([F:28])[F:29])[cH:25]1)([F:30])[F:31]. The reactants are C(C1=CC=CC=C1)N(C1=C(C(=CC=C1)NS(=O)(=O)C)C)CC1=CC=C(OC2=CC=C(OCC(=O)O)C=C2)C=C1 ((4-{4-[(benzyl{2-methyl-3-[(methylsulfonyl)amino]phenyl}amino)methyl]phenoxy}phenoxy)acetic acid), Cl.COC([C@@H](N)C(C)C)=O (L-valine methyl ester hydrochloride). The product is C(C1=CC=CC=C1)N(C1=C(C(=CC=C1)NS(=O)(=O)C)C)CC1=CC=C(OC2=CC=C(OCC(=O)N[C@@H](C(C)C)C(=O)O)C=C2)C=C1 (N-[(4-{4-[(benzyl{2-methyl-3-[(methylsulfonyl)amino]phenyl}amino)methyl]phenoxy}phenoxy)acetyl]-L-valine). Reaction SMILES: [CH2:1]([N:8]([CH2:21][C:22]1[CH:39]=[CH:38][C:25]([O:26][C:27]2[CH:37]=[CH:36][C:30]([O:31][CH2:32][C:33](O)=[O:34])=[CH:29][CH:28]=2)=[CH:24][CH:23]=1)[C:9]1[CH:14]=[CH:13][CH:12]=[C:11]([NH:15][S:16]([CH3:19])(=[O:18])=[O:17])[C:10]=1[CH3:20])[C:2]1[CH:7]=[CH:6][CH:5]=[CH:4][CH:3]=1.Cl.C[O:42][C:43](=[O:49])[C@H:44]([CH:46]([CH3:48])[CH3:47])[NH2:45]>>[CH2:1]([N:8]([CH2:21][C:22]1[CH:23]=[CH:24][C:25]([O:26][C:27]2[CH:28]=[CH:29][C:30]([O:31][CH2:32][C:33]([NH:45][C@H:44]([C:43]([OH:42])=[O:49])[CH:46]([CH3:48])[CH3:47])=[O:34])=[CH:36][CH:37]=2)=[CH:38][CH:39]=1)[C:9]1[CH:14]=[CH:13][CH:12]=[C:11]([NH:15][S:16]([CH3:19])(=[O:17])=[O:18])[C:10]=1[CH3:20])[C:2]1[CH:3]=[CH:4][CH:5]=[CH:6][CH:7]=1 |f:1.2|. Reported procedure: The product from Example 95C and L-valine methyl ester hydrochloride were processed as described in Example 251A and B to provide the titled compound. 1H NMR (500 MHz, DMSO-d6) δ12.36-13.13 (br.s, 1 H), 8.94 (s, 1 H), 7.99 (d, 1 H), 7.23 (m, 7 H), 7.03 (t, 1 H), 6.95 (m, 6 H), 6.82 (d, 2 H), 4.58 (d, 2 H), 4.21 (dd, 1 H), 4.05 (s, 2 H), 4.00 (s, 2 H), 2.91 (s, 3 H), 2.39 (s, 3 H), 2.10 (m, 1 H), 0.87 (dd, 6 H); MS (ESI+) m/z 646 (M+H)+.